This data is from the Open Reaction Database (ORD), a public repository of structured organic reaction records. The task is: describe an organic reaction: reactants, conditions, products, and yield Starting materials: FC(OC1=CC=C(C=C1)N1C(C2(CC1)CCNCC2)=O)(F)F (2-(4-trifluoromethoxy-phenyl)-2,8-diaza-spiro[4.5]decan-1-one), O=C(OC(Cl)(Cl)Cl)Cl (diphosgene), C(CCC)NC (butyl-methyl-amine). Product: C(CCC)N(C(=O)N1CCC2(CCN(C2=O)C2=CC=C(C=C2)OC(F)(F)F)CC1)C (1-Oxo-2-(4-trifluoromethoxy-phenyl)-2,8-diaza-spiro[4.5]decane-8-carboxylic acid butyl-methyl-amide). Reaction SMILES: [F:1][C:2]([F:22])([F:21])[O:3][C:4]1[CH:9]=[CH:8][C:7]([N:10]2[CH2:14][CH2:13][C:12]3([CH2:19][CH2:18][NH:17][CH2:16][CH2:15]3)[C:11]2=[O:20])=[CH:6][CH:5]=1.O=C(Cl)[O:25][C:26](Cl)(Cl)Cl.[CH2:31]([NH:35][CH3:36])[CH2:32][CH2:33][CH3:34]>>[CH2:31]([N:35]([CH3:36])[C:26]([N:17]1[CH2:16][CH2:15][C:12]2([C:11](=[O:20])[N:10]([C:7]3[CH:8]=[CH:9][C:4]([O:3][C:2]([F:1])([F:21])[F:22])=[CH:5][CH:6]=3)[CH2:14][CH2:13]2)[CH2:19][CH2:18]1)=[O:25])[CH2:32][CH2:33][CH3:34]. Reported procedure: This material was prepared in analogy to example 251 step B) from 2-(4-trifluoromethoxy-phenyl)-2,8-diaza-spiro[4.5]decan-1-one, diphosgene and butyl-methyl-amine. MS (ESI): 428.4 (MH+).